This data is from the Open Reaction Database (ORD), a public repository of structured organic reaction records. The task is: describe an organic reaction: reactants, conditions, products, and yield Reactants: ClC1=NC(=CC(=N1)NC1=CC=NN1)C (2-chloro-6-methyl-N-(1H-pyrazol-5-yl)pyrimidin-4-amine), CCN(C(C)C)C(C)C (DIEA), Example 1, C(C)(C)(C)OC(=O)N[C@H]1CNCCC1 ((R)-3-(tert-butoxycarbonylamino)piperidine). Solvent: CS(=O)C (DMSO), [Cl-].[Na+].O (brine). Conditions: temperature 110 celsius, time 8 hour. Yields the product CC1=NC(=NC(=C1)NC1=CC=NN1)N1C[C@@H](CCC1)NC(OC(C)(C)C)=O (tert-butyl {(3R)-1-[4-methyl-6-(1H-pyrazol-5-ylamino)pyrimidin-2-yl]piperidin-3-yl}carbamate). Reaction SMILES: Cl[C:2]1[N:7]=[C:6]([NH:8][C:9]2[NH:13][N:12]=[CH:11][CH:10]=2)[CH:5]=[C:4]([CH3:14])[N:3]=1.[C:15]([O:19][C:20]([NH:22][C@@H:23]1[CH2:28][CH2:27][CH2:26][NH:25][CH2:24]1)=[O:21])([CH3:18])([CH3:17])[CH3:16].CCN(C(C)C)C(C)C>CS(C)=O.[Cl-].[Na+].O>[CH3:14][C:4]1[CH:5]=[C:6]([NH:8][C:9]2[NH:13][N:12]=[CH:11][CH:10]=2)[N:7]=[C:2]([N:25]2[CH2:26][CH2:27][CH2:28][C@@H:23]([NH:22][C:20](=[O:21])[O:19][C:15]([CH3:17])([CH3:16])[CH3:18])[CH2:24]2)[N:3]=1 |f:4.5.6|. Reported procedure: To the mixture of 2-chloro-6-methyl-N-(1H-pyrazol-5-yl)pyrimidin-4-amine prepared in Referential Example 1 (25.5 mg) and (R)-3-(tert-butoxycarbonylamino)piperidine (50.9 mg) in DMSO (5 ml) was added DIEA (210.0 μL). And the mixture was heated to 110° C. under stirring for overnight. The resulting mixture was cooled to room temperature, poured into brine and extracted with EtOAc. The extract was washed with saturated aqueous solution of NaHCO3, dried over Na2SO4 and concentrated in vacuo. And the... Starting materials: Cl (HCl), ClC1=NC=C(C(=C1)C(=O)NCC12CC3CC(CC(C1)C3)C2)Cl (2,5-dichloro-N-(tricyclo[3.3.1.13,7]dec-1-ylmethyl)-pyridine-4-carboxamide), C(C)(C)(C)OC(=O)N1CCNCC1 (1-t-butoxycarbonylpiperazine). Run in O1CCOCC1 (dioxan), CO (methanol), CS(=O)C (dimethylsulfoxide). Yields the product Cl.ClC=1C(=CC(=NC1)N1CCNCC1)C(=O)NCC12CC3CC(CC(C1)C3)C2 (5-Chloro-2-piperazinyl-N-(tricyclo[3.3.1.13,7]dec-1-ylmethyl)-pyridine-4-carboxamide, hydrochloride salt). The yield is 51.8%. RXN SMILES: [Cl:1]C1[CH:7]=[C:6]([C:8]([NH:10][CH2:11][C:12]23[CH2:21][CH:16]4[CH2:17][CH:18]([CH2:20][CH:14]([CH2:15]4)[CH2:13]2)[CH2:19]3)=[O:9])[C:5]([Cl:22])=[CH:4][N:3]=1.C(O[C:28]([N:30]1[CH2:35][CH2:34][NH:33][CH2:32][CH2:31]1)=O)(C)(C)C.Cl>CS(C)=O.CO.O1CCOCC1>[ClH:1].[Cl:22][C:5]1[C:6]([C:8]([NH:10][CH2:11][C:12]23[CH2:13][CH:14]4[CH2:15][CH:16]([CH2:17][CH:18]([CH2:20]4)[CH2:19]2)[CH2:21]3)=[O:9])=[CH:7][C:28]([N:30]2[CH2:31][CH2:32][NH:33][CH2:34][CH2:35]2)=[N:3][CH:4]=1 |f:6.7|. Procedure details: A solution of 2,5-dichloro-N-(tricyclo[3.3.1.13,7]dec-1-ylmethyl)-pyridine-4-carboxamide (0.30 g, Example 1a) and 1-t-butoxycarbonylpiperazine (0.344 g) in dimethylsulfoxide (3 ml) was heated at 160° C. for 40 min. The solution was cooled and partitioned between saturated aqueous sodium bicarbonate solution and dichloromethane and the organic layer dried over magnesium sulphate. Concentration in vacuo and chromatography on silica gave a colourless solid. This was redissolved in methanol and trea... The reactants are ClC(C=1N(C=C(N1)C1=CC=CC=C1)C(C1=CC=CC=C1)(C1=CC=CC=C1)C1=CC=CC=C1)C1=C(C(=CC(=C1)CC)OCC)F (2-(chloro(3-ethoxy-5-ethyl-2-fluorophenyl)methyl)-4-phenyl-1-trityl-1H-imidazole), CCN(C(C)C)C(C)C (DIEA), NC=1C=C2C=CN=C(C2=CC1)N(C(=O)OC(C)(C)C)C(=O)OC(C)(C)C (di-tert-butyl (6-aminoisoquinolin-1-yl)imidodicarbonate). Solvent: CC#N (CH3CN), C(Cl)Cl (CH2Cl2), CCOC(=O)C (EtOAc). Reaction conditions: time 19 hour. The product is C1(=CC=CC=C1)C=1N=C(N(C1)C(C1=CC=CC=C1)(C1=CC=CC=C1)C1=CC=CC=C1)C(C1=C(C(=CC(=C1)CC)OCC)F)NC=1C=C2C=CN=C(C2=CC1)N(C(=O)OC(C)(C)C)C(=O)OC(C)(C)C (di-tert-butyl (6-{[(4-phenyl-1-trityl-1H-imidazol-2-yl)(3-ethoxy-5-ethyl-2-fluorophenyl)methyl]amino}isoquinolin-1-yl)imidodicarbonate). Isolated yield 84.8%. Reaction SMILES: Cl[CH:2]([C:33]1[CH:38]=[C:37]([CH2:39][CH3:40])[CH:36]=[C:35]([O:41][CH2:42][CH3:43])[C:34]=1[F:44])[C:3]1[N:4]([C:14]([C:27]2[CH:32]=[CH:31][CH:30]=[CH:29][CH:28]=2)([C:21]2[CH:26]=[CH:25][CH:24]=[CH:23][CH:22]=2)[C:15]2[CH:20]=[CH:19][CH:18]=[CH:17][CH:16]=2)[CH:5]=[C:6]([C:8]2[CH:13]=[CH:12][CH:11]=[CH:10][CH:9]=2)[N:7]=1.CCN(C(C)C)C(C)C.[NH2:54][C:55]1[CH:56]=[C:57]2[C:62](=[CH:63][CH:64]=1)[C:61]([N:65]([C:73]([O:75][C:76]([CH3:79])([CH3:78])[CH3:77])=[O:74])[C:66]([O:68][C:69]([CH3:72])([CH3:71])[CH3:70])=[O:67])=[N:60][CH:59]=[CH:58]2>CC#N.C(Cl)Cl.CCOC(C)=O>[C:8]1([C:6]2[N:7]=[C:3]([CH:2]([NH:54][C:55]3[CH:56]=[C:57]4[C:62](=[CH:63][CH:64]=3)[C:61]([N:65]([C:66]([O:68][C:69]([CH3:72])([CH3:71])[CH3:70])=[O:67])[C:73]([O:75][C:76]([CH3:77])([CH3:78])[CH3:79])=[O:74])=[N:60][CH:59]=[CH:58]4)[C:33]3[CH:38]=[C:37]([CH2:39][CH3:40])[CH:36]=[C:35]([O:41][CH2:42][CH3:43])[C:34]=3[F:44])[N:4]([C:14]([C:27]3[CH:32]=[CH:31][CH:30]=[CH:29][CH:28]=3)([C:15]3[CH:20]=[CH:19][CH:18]=[CH:17][CH:16]=3)[C:21]3[CH:26]=[CH:25][CH:24]=[CH:23][CH:22]=3)[CH:5]=2)[CH:9]=[CH:10][CH:11]=[CH:12][CH:13]=1. Procedure details: To a solution of the chloro intermediate (1.80 mmol) in 5 mL CH3CN and 2 mL CH2Cl2 at rt, was added DIEA (0.627 mL, 3.6 mmol), di-tert-butyl (6-aminoisoquinolin-1-yl)imidodicarbonate (712 mg, 1.98 mmol). The mixture was stirred at rt for 19 h, then was diluted with EtOAc. The organic phase was washed with H2O (2×) and brine, dried (Na2SO4) and concentrated. The crude product was purified by flash chromatography (0 to 80% EtOAc/hexanes gradient) to afford 1.41 g of Intermediate 448.4 as an off-wh... Reactants: COC=1C=CC=C2CCC(OC12)C(=O)O (8-methoxychromancarboxylic acid), ON1N=NC2=C1C=CC=C2 (1-hydroxybenzotriazole), C1(CCCCC1)N=C=NC1CCCCC1 (dicyclohexylcarbodiimide), compound, CN1CCOCC1 (N-methylmorpholine). Solvent: ClCCl (dichloromethane), ClCCl (dichloromethane). Run at time 5 minute. The product is COC=1C=CC=C2CCC(OC12)C(=O)N1CCC(CC1)NC(=O)NC1=CC=CC=C1 (8-Methoxy-2-[4-(phenylaminocarbonyl-amino)piperidylcarbonyl]-chroman). Isolated yield 86.3%. Reaction SMILES: [CH3:1][O:2][C:3]1[CH:4]=[CH:5][CH:6]=[C:7]2[C:12]=1[O:11][CH:10]([C:13]([OH:15])=O)[CH2:9][CH2:8]2.[OH:16]N1C2C=CC=CC=2N=N1.[CH:26]1([N:32]=[C:33]=[N:34][CH:35]2CCCCC2)[CH2:31][CH2:30][CH2:29][CH2:28][CH2:27]1.C[N:42]1[CH2:47][CH2:46]O[CH2:44][CH2:43]1>ClCCl>[CH3:1][O:2][C:3]1[CH:4]=[CH:5][CH:6]=[C:7]2[C:12]=1[O:11][CH:10]([C:13]([N:42]1[CH2:43][CH2:44][CH:35]([NH:34][C:33]([NH:32][C:26]3[CH:31]=[CH:30][CH:29]=[CH:28][CH:27]=3)=[O:16])[CH2:46][CH2:47]1)=[O:15])[CH2:9][CH2:8]2. Reported procedure: A solution, cooled to 0° C., of 770 mg (3.51 mmol) of 8-methoxychromancarboxylic acid and 586 mg (3.83 mmol) of 1-hydroxybenzotriazole in 20 ml of anhydrous dichloromethane is treated with 723 mg (3.51 mmol) of dicyclohexylcarbodiimide and stirred for 5 min. A solution of 700 mg (3.19 mmol) of the compound from Example II and 0.88 ml (8.00 mmol) of N-methylmorpholine in 20 ml of dichloromethane is then added dropwise, and the reaction mixture may be stirred at room temperature for 1 h. The resul...